Dataset: the Open Reaction Database (ORD), a public repository of structured organic reaction records. Task: describe an organic reaction: reactants, conditions, products, and yield As a reaction SMILES: [CH2:1]([N:8]1[CH:13]([C:14]2[CH:19]=[CH:18][CH:17]=[CH:16][CH:15]=2)[CH2:12][C:11]([CH3:21])([CH3:20])[N:10]2[N:22]=[CH:23][C:24]([C:25](=[O:34])[CH2:26][C:27]3[CH:32]=[CH:31][C:30]([CH3:33])=[CH:29][CH:28]=3)=[C:9]12)[C:2]1[CH:7]=[CH:6][CH:5]=[CH:4][CH:3]=1.I[CH3:36].[H-].[Na+]>C1COCC1>[CH2:1]([N:8]1[CH:13]([C:14]2[CH:19]=[CH:18][CH:17]=[CH:16][CH:15]=2)[CH2:12][C:11]([CH3:21])([CH3:20])[N:10]2[N:22]=[CH:23][C:24]([C:25](=[O:34])[CH:26]([C:27]3[CH:32]=[CH:31][C:30]([CH3:33])=[CH:29][CH:28]=3)[CH3:36])=[C:9]12)[C:2]1[CH:7]=[CH:6][CH:5]=[CH:4][CH:3]=1 |f:2.3|. Conditions: time 2 hour. The reactants are IC (iodomethane), C(C1=CC=CC=C1)N1C=2N(C(CC1C1=CC=CC=C1)(C)C)N=CC2C(CC2=CC=C(C=C2)C)=O (1-(4-Benzyl-7,7-dimethyl-5-phenyl-4,5,6,7-tetrahydropyrazolo[1,5-a]pyrimidin-3-yl)-2-(4-methylphenyl)ethanone), [H-].[Na+] (sodium hydride). Procedure: To 0.64 g (1.42 mmol) of 4 dissolved in 10 mL of THF was added 0.177 mL (2.85 mmol) of iodomethane followed by 0.11 g (2.8 mmol) of sodium hydride (60% dispersion in mineral oil). After stirring at room temperature for 2 h, the reaction was quenched by addition of approximately 2 mL of saturated aqueous ammonium chloride. The reaction was then diluted with AcOEt and dried over sodium sulfate. Filtering the solution through a short plug of silica gel and concentrating in vacuo provided the crude ... Yield: 63.8%. Yields the product C(C1=CC=CC=C1)N1C=2N(C(CC1C1=CC=CC=C1)(C)C)N=CC2C(C(C)C2=CC=C(C=C2)C)=O (1-(4-Benzyl-7,7-dimethyl-5-phenyl-4,5,6,7-tetrahydropyrazolo[1,5-a]pyrimidin-3-yl)-2-(4-methylphenyl)-1-propanone). The solvent is C1CCOC1 (THF). Reactants: ClCCl, Cc1ccc(Oc2ccc(Nc3ncnc4ccc(NC5=NC6CNCC6O5)cc34)cc2C)cn1, CC(=O)OC(C)=O, c1ccncc1. Yields the product CC(=O)N1CC2N=C(Nc3ccc4ncnc(Nc5ccc(Oc6ccc(C)nc6)c(C)c5)c4c3)OC2C1. As a reaction SMILES: [CH2:49]([Cl:50])[Cl:51].[CH3:1][c:2]1[cH:3][c:4]([NH:16][c:17]2[n:18][cH:19][n:20][c:21]3[cH:22][cH:23][c:24]([NH:27][C:28]4=[N:32][CH:31]5[CH:30]([O:29]4)[CH2:35][NH:34][CH2:33]5)[cH:25][c:26]23)[cH:5][cH:6][c:7]1[O:8][c:9]1[cH:10][n:11][c:12]([CH3:15])[cH:13][cH:14]1.[CH3:36][C:37](=[O:38])[O:39][C:40](=[O:41])[CH3:42].[cH:43]1[cH:44][cH:45][n:46][cH:47][cH:48]1>>[CH3:1][c:2]1[cH:3][c:4]([NH:16][c:17]2[n:18][cH:19][n:20][c:21]3[cH:22][cH:23][c:24]([NH:27][C:28]4=[N:32][CH:31]5[CH:30]([O:29]4)[CH2:35][N:34]([C:37]([CH3:36])=[O:38])[CH2:33]5)[cH:25][c:26]23)[cH:5][cH:6][c:7]1[O:8][c:9]1[cH:10][n:11][c:12]([CH3:15])[cH:13][cH:14]1.